This data is from the Open Reaction Database (ORD), a public repository of structured organic reaction records. The task is: describe an organic reaction: reactants, conditions, products, and yield Procedure: 1.0 g of E-2-amino-5-phosphino-3-pentenoic acid is suspended in 20 ml of ethanol and the suspension is saturated with hydrogen chloride gas for 2 hours at 65°. After concentration, the residue is dissolved in 10 ml of ethanol, 10 ml of propylene oxide are added and the precipitate is filtered off. Recrystallisation from water/acetone 1:1 yields E-2-amino-5-phosphino-3-pentenoic acid ethyl ester, m.p. 172°-173°. Yields the product C(C)OC(C(\C=C\CP)N)=O (E-2-amino-5-phosphino-3-pentenoic acid ethyl ester). Starting materials: NC(C(=O)O)\C=C\CP (E-2-amino-5-phosphino-3-pentenoic acid), Cl (hydrogen chloride), C(C)O (ethanol). Reaction SMILES: [NH2:1][CH:2](/[CH:6]=[CH:7]/[CH2:8][PH2:9])[C:3]([OH:5])=[O:4].Cl.[CH2:11](O)[CH3:12]>>[CH2:11]([O:4][C:3](=[O:5])[CH:2]([NH2:1])/[CH:6]=[CH:7]/[CH2:8][PH2:9])[CH3:12].